This data is from the Open Reaction Database (ORD), a public repository of structured organic reaction records. The task is: describe an organic reaction: reactants, conditions, products, and yield Starting materials: CCc1nc2ccc(SC)nn2c1S(N)(=O)=O, O=C(OO)c1cccc(Cl)c1, N, CN(C)C=O, O, O. The product is CCc1nc2ccc(S(C)(=O)=O)nn2c1S(N)(=O)=O. As a reaction SMILES: [CH2:1]([CH3:2])[c:3]1[n:4][c:5]2[n:6]([n:7][c:8]([S:11][CH3:12])[cH:9][cH:10]2)[c:13]1[S:14](=[O:15])(=[O:16])[NH2:17].[Cl:18][c:19]1[cH:20][cH:21][cH:22][c:23]([C:24]([O:25][OH:26])=[O:27])[cH:28]1.[NH3:31].[O:32]=[CH:33][N:34]([CH3:35])[CH3:36].[OH2:29].[OH2:30]>>[CH2:1]([CH3:2])[c:3]1[n:4][c:5]2[n:6]([n:7][c:8]([S:11]([CH3:12])(=[O:29])=[O:30])[cH:9][cH:10]2)[c:13]1[S:14](=[O:15])(=[O:16])[NH2:17]. Starting materials: CC(C#C)=O (3-Butyn-2-one), ClC=1C=NC(NC1)=S (5-chloropyrimidine-2-thione). The solvent is C(Cl)(Cl)Cl (chloroform), C(Cl)(Cl)Cl (chloroform). Reaction conditions: time 10 minute. Yields the product O=C(C=CSC1=NC=C(C=N1)Cl)C (2-(3-Oxobuten-1-yl)thio-5-chloropyrimidine). Isolated yield 72.0%. RXN SMILES: [CH3:1][C:2](=[O:5])[C:3]#[CH:4].[Cl:6][C:7]1[CH:8]=[N:9][C:10](=[S:13])[NH:11][CH:12]=1>C(Cl)(Cl)Cl>[O:5]=[C:2]([CH3:1])[CH:3]=[CH:4][S:13][C:10]1[N:11]=[CH:12][C:7]([Cl:6])=[CH:8][N:9]=1. Reported procedure: 3-Butyn-2-one (5 mmol) in chloroform (25 ml) was added dropwise over 10 min at room temperature to a stirred suspension of 5-chloropyrimidine-2-thione (4.5 mmol) in chloroform (25 ml). The mixture was stirred for an additional 10 min before the solvent was evaporated. The residue was crystallized from methanol; yield 72%, m.p. 89° C. 1H NMR (CDCl3): δ2.20 (Me-(Z)), 2.23 (Me-(E)), 6.52 (Hα, d, J 18 Hz (E)), 6.58 (Hα, d, J 10 Hz (Z)), 8.43 (Hβ, d, J 10 Hz (Z)), 8.57 (Hβ, d, J 18 Hz (E)), 8.62 (H-4...